From a dataset of the Open Reaction Database (ORD), a public repository of structured organic reaction records. describe an organic reaction: reactants, conditions, products, and yield The solvent is C1CCOC1 (THF), C1CCOC1 (THF). Run at time 2.5 hour. Product: C(C1=CC=CC=C1)OC=1C=C(OCC(C)(O)C)C=CC1 (1-[3-(benzyloxy)phenoxy]-2-methylpropan-2-ol). RXN SMILES: [CH2:1]([O:8][C:9]1[CH:10]=[C:11]([CH:17]=[CH:18][CH:19]=1)[O:12][CH2:13][C:14]([CH3:16])=[O:15])[C:2]1[CH:7]=[CH:6][CH:5]=[CH:4][CH:3]=1.[CH3:20][Mg]Br.[Cl-].[NH4+]>C1COCC1>[CH2:1]([O:8][C:9]1[CH:10]=[C:11]([CH:17]=[CH:18][CH:19]=1)[O:12][CH2:13][C:14]([CH3:20])([OH:15])[CH3:16])[C:2]1[CH:3]=[CH:4][CH:5]=[CH:6][CH:7]=1 |f:2.3|. Starting materials: C[Mg]Br (methyl magnesium bromide), C(C1=CC=CC=C1)OC=1C=C(OCC(=O)C)C=CC1 (1-[3-(Benzyloxy)phenoxy]acetone), [Cl-].[NH4+] (ammonium chloride). Procedure: 1-[3-(Benzyloxy)phenoxy]acetone (1.77 g) was dissolved in THF (20 mL), and, a solution of 0.97M methyl magnesium bromide in THF (9.0 mL) was added dropwise thereto with cooling in an ice bath under nitrogen flow. The reaction mixture was stirred at room temperature for 2.5 hours. A saturated aqueous ammonium chloride solution was added to the reaction mixture, followed by extraction with ethyl acetate. The organic layer was washed with a 1M aqueous sodium hydroxide solution and saturated brine, ... Reactants: CC(C)N(NC(=O)c1cccs1)C(=O)COc1ccc(F)cc1Br, O=C([O-])[O-], COCCOC, OB(O)c1ccccc1OC(F)(F)F, [Na+], [Na+]. Product: CC(C)N(NC(=O)c1cccs1)C(=O)COc1ccc(F)cc1-c1ccccc1OC(F)(F)F. Reaction SMILES: [Br:1][c:2]1[c:3]([O:4][CH2:5][C:6](=[O:7])[N:8]([NH:9][C:10](=[O:11])[c:12]2[s:13][cH:14][cH:15][cH:16]2)[CH:17]([CH3:18])[CH3:19])[cH:20][cH:21][c:22]([F:24])[cH:23]1.[C:25](=[O:26])([O-:27])[O-:28].[CH3:45][O:46][CH2:47][CH2:48][O:49][CH3:50].[F:31][C:32]([O:33][c:34]1[c:35]([B:40]([OH:41])[OH:42])[cH:36][cH:37][cH:38][cH:39]1)([F:43])[F:44].[Na+:29].[Na+:30]>>[c:2]1(-[c:35]2[c:34]([O:33][C:32]([F:31])([F:43])[F:44])[cH:39][cH:38][cH:37][cH:36]2)[c:3]([O:4][CH2:5][C:6](=[O:7])[N:8]([NH:9][C:10](=[O:11])[c:12]2[s:13][cH:14][cH:15][cH:16]2)[CH:17]([CH3:18])[CH3:19])[cH:20][cH:21][c:22]([F:24])[cH:23]1. Reactants: Cl.C(C)N=C=NCCCN(C)C (1-ethyl-3-(3-dimethylaminopropyl)carbodiimide hydrochloride), CS(=O)(=O)O (methanesulfonic acid), [C@H]12N[C@@H](C[C@@H]2C1)C(=O)N ((1S,3S,5S)-2-azabicyclo[3.1.0]hexane-3-carboxamide), C(C)(C)(C)OC(=O)NC(C(=O)O)C12CC3(CC(CC(C1)C3)C2)O (Tert-butoxycarbonylamino-(3-hydroxy-adamantan-1-yl)-acetic acid), O.ON1N=NC2=C1C=CC=C2 (1-hydroxybenzotriazole monohydrate). Run in C(C)N(CC)CC (Triethylamine), ClCCl (dichloromethane), ClCCl (dichloromethane), C(C)N(CC)CC (triethylamine), O (Water). Conditions: temperature 10 celsius. The product is C(C1=CC=CC=C1)(C1=CC=CC=C1)(C1=CC=CC=C1)N[C@H](C(=O)N1[C@H]2C[C@H]2C[C@H]1C(=O)N)C12CC3(CC(CC(C1)C3)C2)O ((1S,3S,5S)-2-[(2S)-2-tritylamino-2-(3-hydroxyadamantan-1-yl)acetyl]-2-azabicyclo[3.1.0]hexane-3-carboxamide). Yield: 60.3%. RXN SMILES: C(O[C:6]([NH:8][CH:9]([C:13]12[CH2:22][CH:17]3[CH2:18][CH:19]([CH2:21][C:15]([OH:23])([CH2:16]3)[CH2:14]1)[CH2:20]2)[C:10](O)=O)=O)(C)(C)C.CS(O)(=O)=O.[C@H:29]12[CH2:34][C@H:33]1[CH2:32][C@@H:31]([C:35]([NH2:37])=[O:36])[NH:30]2.[OH2:38].ON1[C:44]2[CH:45]=[CH:46][CH:47]=[CH:48][C:43]=2N=N1.Cl.C(N=C=N[CH2:55][CH2:56][CH2:57]N(C)C)C>O.C(N(CC)CC)C.ClCCl>[C:6]([NH:8][C@@H:9]([C:13]12[CH2:20][CH:19]3[CH2:18][CH:17]([CH2:16][C:15]([OH:23])([CH2:21]3)[CH2:14]1)[CH2:22]2)[C:10]([N:30]1[C@H:31]([C:35]([NH2:37])=[O:36])[CH2:32][C@H:33]2[C@@H:29]1[CH2:34]2)=[O:38])([C:55]1[CH:56]=[CH:57][CH:20]=[CH:19][CH:18]=1)([C:13]1[CH:22]=[CH:17][CH:16]=[CH:15][CH:14]=1)[C:43]1[CH:48]=[CH:47][CH:46]=[CH:45][CH:44]=1 |f:3.4,5.6|. Procedure details: Tert-butoxycarbonylamino-(3-hydroxy-adamantan-1-yl)-acetic acid (100 g; 0.307 mole) was added to dichloromethane (500 ml) with stirring. The methanesulfonic acid salt of (1S,3S,5S)-2-azabicyclo[3.1.0]hexane-3-carboxamide (64.8 g; 0.292 mole) was added, and the reaction mixture was stirred for 15 minutes at 25-35° C. In a separate flask, 1-hydroxybenzotriazole monohydrate (11.8 g; 0.077 mole) and triethylamine (34.2 g) were added to dichloromethane (500 ml) and stirred to form a solution. This so...